From a dataset of the Open Reaction Database (ORD), a public repository of structured organic reaction records. describe an organic reaction: reactants, conditions, products, and yield Starting materials: CON(C)C(=O)c1ccc(Br)cc1Cl, C1CCOC1, C[Mg]Cl. Product: CC(=O)c1ccc(Br)cc1Cl. Reaction SMILES: [Br:1][c:2]1[cH:3][c:4]([Cl:14])[c:5]([C:6](=[O:7])[N:8]([O:9][CH3:10])[CH3:11])[cH:12][cH:13]1.[CH2:18]1[O:19][CH2:20][CH2:21][CH2:22]1.[CH3:15][Mg:16][Cl:17]>>[Br:1][c:2]1[cH:3][c:4]([Cl:14])[c:5]([C:6](=[O:7])[CH3:15])[cH:12][cH:13]1. Reactants: [Mg+2].[Br-].[Br-] (MgBr2), [Cl-].COC(C(=O)O)=O (Oxalic acid methylester chloride), BrC1=C(C=C(C=C1)C1=NOC(C1)(C(F)(F)F)C1=CC(=CC(=C1)Cl)Cl)C (3-(4-bromo-3-methyl-phenyl)-5-(3,5-dichloro-phenyl)-5-trifluoromethyl-4,5-dihydro-isoxazole), C(C)(C)(C)[Li] (tert-butyllithium), solution, [NH4+].[Cl-] (NH4Cl). Run in C1CCOC1 (THF), CCCCC (pentane). Run at temperature -78 celsius, time 15 minute. Yields the product COC(C(=O)C1=C(C=C(C=C1)C1=NOC(C1)(C(F)(F)F)C1=CC(=CC(=C1)Cl)Cl)C)=O ({4-[5-(3,5-Dichloro-phenyl)-5-trifluoromethyl-4,5-dihydro-isoxazol-3-yl]-2-methyl-phenyl}-oxo-acetic acid methyl ester). Yield: 17.8%. As a reaction SMILES: Br[C:2]1[CH:7]=[CH:6][C:5]([C:8]2[CH2:12][C:11]([C:17]3[CH:22]=[C:21]([Cl:23])[CH:20]=[C:19]([Cl:24])[CH:18]=3)([C:13]([F:16])([F:15])[F:14])[O:10][N:9]=2)=[CH:4][C:3]=1[CH3:25].C([Li])(C)(C)C.[Mg+2].[Br-].[Br-].[Cl-].[CH3:35][O:36][C:37](=[O:41])[C:38](O)=[O:39].[NH4+].[Cl-]>C1COCC1.CCCCC>[CH3:35][O:36][C:37](=[O:41])[C:38]([C:2]1[CH:7]=[CH:6][C:5]([C:8]2[CH2:12][C:11]([C:17]3[CH:18]=[C:19]([Cl:24])[CH:20]=[C:21]([Cl:23])[CH:22]=3)([C:13]([F:15])([F:16])[F:14])[O:10][N:9]=2)=[CH:4][C:3]=1[CH3:25])=[O:39] |f:2.3.4,5.6,7.8|. Procedure: To a solution of 3-(4-bromo-3-methyl-phenyl)-5-(3,5-dichloro-phenyl)-5-trifluoromethyl-4,5-dihydro-isoxazole (1.00 g) in THF (40 mL) was added tert-butyllithium (16.2 mL of a 1.6 M solution in pentane) at −78° C. After 10 min at this temperature, MgBr2 (0.15 M in THF, 10.3 mL) was added dropwise and left for another 15 min. Oxalic acid methylester chloride (284 mg) was added and the mixture was stirred at −78° C. for 1 h before it was allowed to warm to room temperature over night. Saturated aqu... Reactants: I[Si](C)(C)C (iodotrimethylsilane), C(C1=CC=CC=C1)OC=1C=C2C(=NNC2=CC1)\C=C\C1=CC=CC=C1 (5-benzyloxy-3-((E)-styryl)-1H-indazole), I[Si](C)(C)C (iodotrimethylsilane), I[Si](C)(C)C (iodotrimethylsilane), CO (methanol). Run in C(C)(=O)OCC (ethyl acetate), C(C)#N (acetonitrile). Run at temperature 50 celsius, time 3 hour. The product is C(=CC1=CC=CC=C1)C1=NNC2=CC=C(C=C12)O (3-styryl-1H-indazol-5-ol). Yield: 56.2%. Reaction SMILES: C([O:8][C:9]1[CH:10]=[C:11]2[C:15](=[CH:16][CH:17]=1)[NH:14][N:13]=[C:12]2/[CH:18]=[CH:19]/[C:20]1[CH:25]=[CH:24][CH:23]=[CH:22][CH:21]=1)C1C=CC=CC=1.I[Si](C)(C)C.CO>C(#N)C.C(OCC)(=O)C>[CH:18]([C:12]1[C:11]2[C:15](=[CH:16][CH:17]=[C:9]([OH:8])[CH:10]=2)[NH:14][N:13]=1)=[CH:19][C:20]1[CH:21]=[CH:22][CH:23]=[CH:24][CH:25]=1. Reported procedure: A solution of 652 mg of 5-benzyloxy-3-((E)-styryl)-1H-indazole in 60 ml of acetonitrile is stirred under argon. 1.13 ml of iodotrimethylsilane are added dropwise under an inert atmosphere. The suspension is stirred at approximately 50° C. for 3 hours and then at ambient temperature overnight. The medium is heated to around 50° C. and then 1.2 ml of iodotrimethylsilane are added. After stirring for 3 hours, 0.8 ml of iodotrimethylsilane is added. After stirring for approximately 4 hours, the medi... Reactants: COC(=O)c1ccccc1NCc1ccnc(Br)c1, CCOC(C)=O, CCO, Cl, [Na+], [OH-]. Yields the product O=C(O)c1ccccc1NCc1ccnc(Br)c1. Reaction SMILES: [CH3:1][O:2][C:3]([c:4]1[c:5]([NH:10][CH2:11][c:12]2[cH:13][c:14]([Br:18])[n:15][cH:16][cH:17]2)[cH:6][cH:7][cH:8][cH:9]1)=[O:19].[CH3:22][CH2:23][O:24][C:25](=[O:26])[CH3:27].[CH3:29][CH2:30][OH:31].[ClH:28].[Na+:21].[OH-:20]>>[O:2]=[C:3]([c:4]1[c:5]([NH:10][CH2:11][c:12]2[cH:13][c:14]([Br:18])[n:15][cH:16][cH:17]2)[cH:6][cH:7][cH:8][cH:9]1)[OH:19]. Starting materials: C(C)(=O)OC(C1=CC=C2C=3C=C(C=CC3C(C2=C1)=O)Br)OC(C)=O (7-Diacetoxymethyl-3-bromo-9-fluorenone), C[O-].[Na+] (NaOMe), P(=O)([O-])([O-])[O-] (phosphate). The solvent is CO (methanol), C1CCOC1 (THF), C(C)(=O)OCC (ethyl acetate). Reaction conditions: time 22.5 hour. Product: BrC=1C=CC=2C(C3=CC(=CC=C3C2C1)C=O)=O (3-bromo-7-formyl-9-fluorenone). Isolated yield 105.4%. As a reaction SMILES: C([O:4][CH:5](OC(=O)C)[C:6]1[CH:18]=[C:17]2[C:9]([C:10]3[CH:11]=[C:12]([Br:20])[CH:13]=[CH:14][C:15]=3[C:16]2=[O:19])=[CH:8][CH:7]=1)(=O)C.C[O-].[Na+].P([O-])([O-])([O-])=O>CO.C1COCC1.C(OCC)(=O)C>[Br:20][C:12]1[CH:13]=[CH:14][C:15]2[C:16](=[O:19])[C:17]3[C:9]([C:10]=2[CH:11]=1)=[CH:8][CH:7]=[C:6]([CH:5]=[O:4])[CH:18]=3 |f:1.2|. Procedure: 7-Diacetoxymethyl-3-bromo-9-fluorenone (61.1 mg) was suspended in methanol (4.4 ml) and THF (1.0 ml). To this suspension was added 0.054M NaOMe (0.56 ml). The reaction mixture was stirred at room temperature for 22.5 hours. It was then neutralized with 0.2M pH 7 phosphate buffer. The THF and methanol were removed under reduced pressure. Reaction mixture was then diluted with ethyl acetate, washed with water and brine, dried and evaporated gave the crude product (47.5 mg). The reactants are CCOC(C)=O, CC(C)(C)OC(=O)N1CCOc2nc(OCC3CC3)ccc2C1, Cl. Product: c1cc2c(nc1OCC1CC1)OCCNC2, Cl. RXN SMILES: [C:24]([O:25][CH2:26][CH3:27])(=[O:28])[CH3:29].[CH:1]1([CH2:4][O:5][c:6]2[cH:7][cH:8][c:9]3[c:15]([n:16]2)[O:14][CH2:13][CH2:12][N:11]([C:17]([O:18][C:19]([CH3:20])([CH3:21])[CH3:22])=[O:23])[CH2:10]3)[CH2:2][CH2:3]1.[ClH:30]>>[CH:1]1([CH2:4][O:5][c:6]2[cH:7][cH:8][c:9]3[c:15]([n:16]2)[O:14][CH2:13][CH2:12][NH:11][CH2:10]3)[CH2:2][CH2:3]1.[ClH:30]. Reactants: [BH3-]C#N, CCCC(=O)CC, CO, CC(=O)O, ClCCl, COC(=O)c1ccc(N2C(=O)CCC2(CO)CO)c(N)c1, [Na+]. Product: CCCC(CC)Nc1cc(C(=O)OC)ccc1N1C(=O)CCC1(CO)CO. As a reaction SMILES: [C:29]([BH3-:30])#[N:31].[CH3:22][CH2:23][C:24]([CH2:25][CH2:26][CH3:27])=[O:28].[CH3:33][OH:34].[CH3:38][C:39](=[O:40])[OH:41].[Cl:35][CH2:36][Cl:37].[NH2:1][c:2]1[c:3]([N:12]2[C:13](=[O:21])[CH2:14][CH2:15][C:16]2([CH2:17][OH:18])[CH2:19][OH:20])[cH:4][cH:5][c:6]([C:8](=[O:9])[O:10][CH3:11])[cH:7]1.[Na+:32]>>[NH:1]([c:2]1[c:3]([N:12]2[C:13](=[O:21])[CH2:14][CH2:15][C:16]2([CH2:17][OH:18])[CH2:19][OH:20])[cH:4][cH:5][c:6]([C:8](=[O:9])[O:10][CH3:11])[cH:7]1)[CH:24]([CH2:23][CH3:22])[CH2:25][CH2:26][CH3:27]. The reactants are CCOC(C)=O, CCO, COC(=O)CCC(=O)c1c(O)c2cc(C3CCCCC3)cnc2n(C)c1=O, [H][H], [Pd]. As a reaction SMILES: [CH3:30][CH2:31][O:32][C:33](=[O:34])[CH3:35].[CH3:37][CH2:38][OH:39].[CH:1]1([c:7]2[cH:8][c:9]3[c:10]([OH:27])[c:11]([C:19]([CH2:20][CH2:21][C:22](=[O:23])[O:24][CH3:25])=[O:26])[c:12](=[O:18])[n:13]([CH3:17])[c:14]3[n:15][cH:16]2)[CH2:2][CH2:3][CH2:4][CH2:5][CH2:6]1.[H:28][H:29].[Pd:36]>>[CH:1]1([c:7]2[cH:8][c:9]3[c:10]([OH:27])[c:11]([C:19]([CH2:20][CH2:21][C:22](=[O:23])[OH:24])=[O:26])[c:12](=[O:18])[n:13]([CH3:17])[c:14]3[n:15][cH:16]2)[CH2:2][CH2:3][CH2:4][CH2:5][CH2:6]1. Yields the product Cn1c(=O)c(C(=O)CCC(=O)O)c(O)c2cc(C3CCCCC3)cnc21.